From a dataset of the Open Reaction Database (ORD), a public repository of structured organic reaction records. describe an organic reaction: reactants, conditions, products, and yield Starting materials: CCCCc1ccc(C#Cc2ccc(CN(C(=O)c3ccc4c(c3)OCO4)c3ccc4c(c3)C(=O)OC(C)(C)O4)cc2)cc1, CCO, [Na+], [OH-]. Yields the product CCCCc1ccc(C#Cc2ccc(CN(C(=O)c3ccc4c(c3)OCO4)c3ccc(O)c(C(=O)O)c3)cc2)cc1. Reaction SMILES: [CH2:1]([CH2:2][CH2:3][CH3:4])[c:5]1[cH:6][cH:7][c:8]([C:11]#[C:12][c:13]2[cH:14][cH:15][c:16]([CH2:17][N:18]([C:19](=[O:20])[c:21]3[cH:22][c:23]4[c:24]([cH:28][cH:29]3)[O:25][CH2:26][O:27]4)[c:30]3[cH:31][c:32]4[c:33]([cH:41][cH:42]3)[O:34][C:35]([CH3:39])([CH3:40])[O:36][C:37]4=[O:38])[cH:43][cH:44]2)[cH:9][cH:10]1.[CH3:47][CH2:48][OH:49].[Na+:46].[OH-:45]>>[CH2:1]([CH2:2][CH2:3][CH3:4])[c:5]1[cH:6][cH:7][c:8]([C:11]#[C:12][c:13]2[cH:14][cH:15][c:16]([CH2:17][N:18]([C:19](=[O:20])[c:21]3[cH:22][c:23]4[c:24]([cH:28][cH:29]3)[O:25][CH2:26][O:27]4)[c:30]3[cH:31][c:32]([C:37](=[O:36])[OH:38])[c:33]([OH:34])[cH:41][cH:42]3)[cH:43][cH:44]2)[cH:9][cH:10]1. Starting materials: O=C(c1ccccc1)c1cccc(CBr)c1, N#C[Na]. Product: N#CCc1cccc(C(=O)c2ccccc2)c1. Reaction SMILES: [Br:1][CH2:2][c:3]1[cH:4][c:5]([C:9]([c:10]2[cH:11][cH:12][cH:13][cH:14][cH:15]2)=[O:16])[cH:6][cH:7][cH:8]1.[Na:17][C:18]#[N:19]>>[CH2:2]([c:3]1[cH:4][c:5]([C:9]([c:10]2[cH:11][cH:12][cH:13][cH:14][cH:15]2)=[O:16])[cH:6][cH:7][cH:8]1)[C:18]#[N:19].